Dataset: the Open Reaction Database (ORD), a public repository of structured organic reaction records. Task: describe an organic reaction: reactants, conditions, products, and yield As a reaction SMILES: [CH3:1][C:2]1[C:6]([CH3:7])=[C:5]([NH2:8])[O:4][N:3]=1.[C:9]1([P:15](Cl)([C:17]2[CH:22]=[CH:21][CH:20]=[CH:19][CH:18]=2)=[O:16])[CH:14]=[CH:13][CH:12]=[CH:11][CH:10]=1>N1C=CC=CC=1>[CH3:1][C:2]1[C:6]([CH3:7])=[C:5]([NH:8][P:15]([C:17]2[CH:18]=[CH:19][CH:20]=[CH:21][CH:22]=2)([C:9]2[CH:14]=[CH:13][CH:12]=[CH:11][CH:10]=2)=[O:16])[O:4][N:3]=1. The product is CC1=NOC(=C1C)NP(=O)(C1=CC=CC=C1)C1=CC=CC=C1 (N-(3,4-dimethyl-5-isoxazolyl)diphenyl phosphinic amide), white crystals. Yield: 61.0%. Procedure: N-(3,4-dimethyl-5-isoxazolyl)diphenyl phosphinic amide was prepared by the method of Example 1 with 3,4-dimethyl-5-amino isoxazole (0.22 g, 2.0 mmol), diphenyl phosphinic chloride (0.6 ml, 3.0 mmol) and pyridine (5 ml). Flash chromatography (5% methanol/chloroform) followed by recrystallization from ethyl acetate and hexanes provided 0.38 g (61%) of white crystals, m.p. 167-170° C. Reactants: CC1=NOC(=C1C)N (3,4-dimethyl-5-amino isoxazole), C1(=CC=CC=C1)P(=O)(C1=CC=CC=C1)Cl (diphenyl phosphinic chloride). The solvent is N1=CC=CC=C1 (pyridine). The reactants are C(CCC)C(=C(CCCC)CCCC)[Sn] (Tributylvinyltin), [Li+].[Cl-] (LiCl), FC(S(=O)(=O)OC1=C(C2=C(N=CS2)C=C1C)C1=CC=C(C=C1)Cl)(F)F (7-(4-chlorophenyl)-5-methylbenzo[d]thiazol-6-yl trifluoromethanesulfonate), C(C)(=O)OCC (ethyl acetate). The reagents and catalysts are Cl[Pd]([P](C1=CC=CC=C1)(C2=CC=CC=C2)C3=CC=CC=C3)([P](C4=CC=CC=C4)(C5=CC=CC=C5)C6=CC=CC=C6)Cl (PdCl2(PPh3)2). The solvent is CN(C)C=O (DMF). Conditions: temperature 120 celsius, time 30 minute. Product: ClC1=CC=C(C=C1)C1=C(C(=CC=2N=CSC21)C)C=C (7-(4-chlorophenyl)-5-methyl-6-vinylbenzo[d]thiazole). RXN SMILES: FC(F)(F)S(O[C:7]1[C:15]([CH3:16])=[CH:14][C:10]2[N:11]=[CH:12][S:13][C:9]=2[C:8]=1[C:17]1[CH:22]=[CH:21][C:20]([Cl:23])=[CH:19][CH:18]=1)(=O)=O.[CH2:26](C([Sn])=C(CCCC)CCCC)[CH2:27]CC.[Li+].[Cl-].C(OCC)(=O)C>CN(C=O)C.Cl[Pd](Cl)([P](C1C=CC=CC=1)(C1C=CC=CC=1)C1C=CC=CC=1)[P](C1C=CC=CC=1)(C1C=CC=CC=1)C1C=CC=CC=1>[Cl:23][C:20]1[CH:21]=[CH:22][C:17]([C:8]2[C:9]3[S:13][CH:12]=[N:11][C:10]=3[CH:14]=[C:15]([CH3:16])[C:7]=2[CH:26]=[CH2:27])=[CH:18][CH:19]=1 |f:2.3,^1:27,56,75|. Procedure details: 7-(4-chlorophenyl)-5-methylbenzo[d]thiazol-6-yl trifluoromethanesulfonate (5F) from above reaction was dissolved in DMF (3 ml). Tributylvinyltin (130 uL), PdCl2(PPh3)2 (27 mg, 0.039 mmol) and LiCl (49 mg, 1.17 mmol) were added. The reaction mixture was stirred at 120° C. in microwave for 30 min. The reaction mixture was diluted by ethyl acetate, washed with saturated NaHCO3 solution and extracted with ethyl acetate. The organic layer was dried over MgSO4, filtered, concentrated and purified by s... The reactants are BrC1=Cc2ccccc2C1, C1=C(n2cccc2)Cc2ccccc21, COCCOC, Cc1ccccc1, [K+], [K+], [K+], CC(=O)[O-], CC(=O)[O-], O=P([O-])([O-])[O-], [Pd+2], c1ccc2c(c1)[nH]c1ccccc12. Product: C1=C(n2c3ccccc3c3ccccc32)Cc2ccccc21. As a reaction SMILES: [Br:28][C:29]1=[CH:33][c:32]2[c:31]([cH:37][cH:36][cH:35][cH:34]2)[CH2:30]1.[CH2:1]1[C:2]([n:10]2[cH:11][cH:12][cH:13][cH:14]2)=[CH:3][c:4]2[cH:5][cH:6][cH:7][cH:8][c:9]21.[CH3:55][O:56][CH2:57][CH2:58][O:59][CH3:60].[CH3:61][c:62]1[cH:63][cH:64][cH:65][cH:66][cH:67]1.[K+:43].[K+:44].[K+:45].[O-:47][C:48]([CH3:49])=[O:50].[O-:51][C:52]([CH3:53])=[O:54].[P:38]([O-:39])([O-:40])([O-:41])=[O:42].[Pd+2:46].[cH:15]1[cH:16][cH:17][cH:18][c:19]2[c:20]3[cH:21][cH:22][cH:23][cH:24][c:25]3[nH:26][c:27]12>>[CH2:1]1[C:2]([n:26]2[c:25]3[c:20]([c:19]4[cH:18][cH:17][cH:16][cH:15][c:27]42)[cH:21][cH:22][cH:23][cH:24]3)=[CH:3][c:4]2[cH:5][cH:6][cH:7][cH:8][c:9]21. Starting materials: Nc1ccc(C(=O)c2ccccc2)cc1N, CC(C)S(=O)(=O)Cl, ClCCl, Cl, c1ccncc1. Yields the product CC(C)S(=O)(=O)Nc1cc(C(=O)c2ccccc2)ccc1N. As a reaction SMILES: [C:1]([c:2]1[cH:3][cH:4][cH:5][cH:6][cH:7]1)(=[O:8])[c:9]1[cH:10][c:11]([NH2:16])[c:12]([NH2:15])[cH:13][cH:14]1.[CH:20]([CH3:21])([CH3:22])[S:23](=[O:24])(=[O:25])[Cl:26].[Cl:17][CH2:18][Cl:19].[ClH:27].[cH:28]1[cH:29][cH:30][n:31][cH:32][cH:33]1>>[C:1]([c:2]1[cH:3][cH:4][cH:5][cH:6][cH:7]1)(=[O:8])[c:9]1[cH:10][c:11]([NH:16][S:23]([CH:20]([CH3:21])[CH3:22])(=[O:24])=[O:25])[c:12]([NH2:15])[cH:13][cH:14]1.